Dataset: the Open Reaction Database (ORD), a public repository of structured organic reaction records. Task: describe an organic reaction: reactants, conditions, products, and yield Starting materials: CCO, O=C[O-], [NH4+], O=C(OCc1ccccc1)N1CCC(S(=O)(=O)Nc2ccc3[nH]ncc3c2)CC1. The product is O=S(=O)(Nc1ccc2[nH]ncc2c1)C1CCNCC1. Reaction SMILES: [CH3:34][CH2:35][OH:36].[CH:1]([O-:2])=[O:3].[NH4+:4].[nH:5]1[n:6][cH:7][c:8]2[cH:9][c:10]([NH:14][S:15](=[O:16])(=[O:17])[CH:18]3[CH2:19][CH2:20][N:21]([C:24]([O:25][CH2:26][c:27]4[cH:28][cH:29][cH:30][cH:31][cH:32]4)=[O:33])[CH2:22][CH2:23]3)[cH:11][cH:12][c:13]12>>[nH:5]1[n:6][cH:7][c:8]2[cH:9][c:10]([NH:14][S:15](=[O:16])(=[O:17])[CH:18]3[CH2:19][CH2:20][NH:21][CH2:22][CH2:23]3)[cH:11][cH:12][c:13]12.